This data is from the Open Reaction Database (ORD), a public repository of structured organic reaction records. The task is: describe an organic reaction: reactants, conditions, products, and yield Reactants: C(C)(C)(C)OC(C[C@@H](CCCC1CCCCC1)C1=NC(=NO1)C(=O)OCC)=O (ethyl 5-{(1R)-1-[2-(tert-butoxy)-2-oxoethyl]-4-cyclohexylbutyl)1,2,4-oxadiazole-3-carboxylate), [BH4-].[Na+] (sodium borohydride), C(CC(O)(C(=O)O)CC(=O)O)(=O)O (citric acid). The solvent is C(C)O (ethanol). Reaction conditions: time 5 hour. Yields the product C1(CCCCC1)CCC[C@H](CC(=O)OC(C)(C)C)C1=NC(=NO1)CO (tert-Butyl (3R)-6-cyclohexyl-3-[3-(hydroxymethyl)-1,2,4-oxadiazol-5-yl]hexanoate). The yield is 98.7%. As a reaction SMILES: [C:1]([O:5][C:6](=[O:28])[CH2:7][C@H:8]([C:18]1[O:22][N:21]=[C:20]([C:23](OCC)=[O:24])[N:19]=1)[CH2:9][CH2:10][CH2:11][CH:12]1[CH2:17][CH2:16][CH2:15][CH2:14][CH2:13]1)([CH3:4])([CH3:3])[CH3:2].[BH4-].[Na+].C(O)(=O)CC(CC(O)=O)(C(O)=O)O>C(O)C>[CH:12]1([CH2:11][CH2:10][CH2:9][C@@H:8]([C:18]2[O:22][N:21]=[C:20]([CH2:23][OH:24])[N:19]=2)[CH2:7][C:6]([O:5][C:1]([CH3:4])([CH3:3])[CH3:2])=[O:28])[CH2:13][CH2:14][CH2:15][CH2:16][CH2:17]1 |f:1.2|. Reported procedure: A solution of ethyl 5-{(1R)-1-[2-(tert-butoxy)-2-oxoethyl]-4-cyclohexylbutyl)1,2,4-oxadiazole-3-carboxylate (Preparation 3) (15.2 g, 38.50 mmol) in ethanol (120 ml) was treated with portions of sodium borohydride (1.46 g, 38.50 mmol) and the resulting mixture was was stirred at room temperature under a nitrogen atmosphere for 5 hours. Aqueous citric acid (5% w/v solution) was added slowly and the mixture was stirred at room temperature for a further 30 minutes. The organic solvent was removed un... Reactants: N1(N=NN=C1)C1=CC=C(C=C1)CC(=O)N1CCN(CC1)C(CC1=CC2=C(C(OC2)=O)C=C1)C (5-[2-(4-{[4-(1H-tetrazol-1-yl)phenyl]acetyl}piperazin-1-yl)propyl]-2-benzofuran-1(3H)-one), Cl.N1(CCNCC1)C(CC1=CC=C(C=C1)N1N=NN=C1)=O (1-(piperazin-1-yl)-2-[4-(1H-tetrazol-1-yl)phenyl]ethanone hydrochloride), O=C1CC=2C=CC(=CC2CC1)C#N (6-oxo-5,6,7,8-tetrahydronaphthalene-2-carbonitrile). The product is N1(N=NN=C1)C1=CC=C(C=C1)CC(=O)N1CCN(CC1)C1CC=2C=CC(=CC2CC1)C#N (6-(4-{[4-(1H-Tetrazol-1-yl)phenyl]acetyl}piperazin-1-yl)-5,6,7,8-tetrahydronaphthalene-2-carbonitrile). As a reaction SMILES: N1(C2C=CC(CC(N3CCN(C(C)CC4C=CC5C(=O)OCC=5C=4)CC3)=O)=CC=2)C=NN=N1.Cl.[N:35]1([C:41](=[O:54])[CH2:42][C:43]2[CH:48]=[CH:47][C:46]([N:49]3[CH:53]=[N:52][N:51]=[N:50]3)=[CH:45][CH:44]=2)[CH2:40][CH2:39][NH:38][CH2:37][CH2:36]1.O=[C:56]1[CH2:65][CH2:64][C:63]2[CH:62]=[C:61]([C:66]#[N:67])[CH:60]=[CH:59][C:58]=2[CH2:57]1>>[N:49]1([C:46]2[CH:45]=[CH:44][C:43]([CH2:42][C:41]([N:35]3[CH2:40][CH2:39][N:38]([CH:56]4[CH2:65][CH2:64][C:63]5[CH:62]=[C:61]([C:66]#[N:67])[CH:60]=[CH:59][C:58]=5[CH2:57]4)[CH2:37][CH2:36]3)=[O:54])=[CH:48][CH:47]=2)[CH:53]=[N:52][N:51]=[N:50]1 |f:1.2|. Procedure: 6-(4-{[4-(1H-Tetrazol-1-yl)phenyl]acetyl}piperazin-1-yl)-5,6,7,8-tetrahydronaphthalene-2-carbonitrile was prepared in an analogous fashion to that described above for the synthesis of 5-[2-(4-{[4-(1H-tetrazol-1-yl)phenyl]acetyl}piperazin-1-yl)propyl]-2-benzofuran-1(3H)-one starting from 1-(piperazin-1-yl)-2-[4-(1H-tetrazol-1-yl)phenyl]ethanone hydrochloride and known compound 6-oxo-5,6,7,8-tetrahydronaphthalene-2-carbonitrile (Ralf Heim, et al. J. Med. Chem. 2008, 51(16), 5064-5074). LC/MS: [(M+... Reaction SMILES: [CH3:13][Si:14]([N-:15][Si:16]([CH3:17])([CH3:18])[CH3:19])([CH3:20])[CH3:21].[Cl:1][c:2]1[c:3]([CH2:8][C:9](=[O:10])[OH:11])[cH:4][cH:5][cH:6][cH:7]1.[Cl:22][CH2:23][CH2:24][CH2:25][CH2:26][I:27].[Na+:12]>>[Cl:1][c:2]1[c:3]([CH:8]([C:9](=[O:10])[OH:11])[CH2:26][CH2:25][CH2:24][CH2:23][Cl:22])[cH:4][cH:5][cH:6][cH:7]1. Starting materials: C[Si](C)(C)[N-][Si](C)(C)C, O=C(O)Cc1ccccc1Cl, ClCCCCI, [Na+]. Yields the product O=C(O)C(CCCCCl)c1ccccc1Cl. Reactants: CN(C)C=O (DMF), C(C)(C)(C)OC(=O)N(C=1C(=NC(=CN1)Br)C(=O)OC)C(=O)OC(C)(C)C (methyl 3-(bis(tert-butoxycarbonyl)amino)-6-bromopyrazine-2-carboxylate), N1CCCC1 (pyrrolidine), C([O-])([O-])=O.[Cs+].[Cs+] (cesium carbonate). The reagents and catalysts are [Cu]Br (copper(I) bromide), C1=CC=C2C(=C1)C=CC(=C2C3=C(C=CC4=CC=CC=C43)O)O ((R)-(+)-1,1′-bi-2-naphthol). Run in O (water). Run at time 1.5 hour. The product is C(C)(C)(C)OC(=O)N(C=1C(=NC(=CN1)N1CCCC1)C(=O)OC)C(=O)OC(C)(C)C (Methyl 3-(bis(tert-butoxycarbonyl)amino)-6-pyrrolidin-1-yl-pyrazine-2-carboxylate). Isolated yield 75.5%. RXN SMILES: C(=O)([O-])[O-].[Cs+].[Cs+].CN(C=O)C.[C:12]([O:16][C:17]([N:19]([C:31]([O:33][C:34]([CH3:37])([CH3:36])[CH3:35])=[O:32])[C:20]1[C:21]([C:27]([O:29][CH3:30])=[O:28])=[N:22][C:23](Br)=[CH:24][N:25]=1)=[O:18])([CH3:15])([CH3:14])[CH3:13].[NH:38]1[CH2:42][CH2:41][CH2:40][CH2:39]1>[Cu]Br.C1C=C2C=CC(O)=C(C3C4C(=CC=CC=4)C=CC=3O)C2=CC=1.O>[C:12]([O:16][C:17]([N:19]([C:31]([O:33][C:34]([CH3:37])([CH3:36])[CH3:35])=[O:32])[C:20]1[C:21]([C:27]([O:29][CH3:30])=[O:28])=[N:22][C:23]([N:38]2[CH2:42][CH2:41][CH2:40][CH2:39]2)=[CH:24][N:25]=1)=[O:18])([CH3:15])([CH3:14])[CH3:13] |f:0.1.2|. Procedure details: A pre-dried flask was charged with copper(I) bromide (0.35 mg, 2.89 μmol), (R)-(+)-1,1′-bi-2-naphthol (1.66 mg, 5.78 μmol) and cesium carbonate (113 mg, 347 μmol) under argon atmosphere. DMF (0.5 ml), methyl 3-(bis(tert-butoxycarbonyl)amino)-6-bromopyrazine-2-carboxylate (50 mg, 116 μmol) and pyrrolidine (14.3 μl, 174 μmol) were added and the reaction mixture was stirred at r.t. for 1.5 h. The reaction mixture was poured into water (10 ml) and extracted with ethyl acetate. The combined organic l...